Dataset: the Open Reaction Database (ORD), a public repository of structured organic reaction records. Task: describe an organic reaction: reactants, conditions, products, and yield Reactants: [N+](=O)([O-])C1=CC=C(N(CC=C)CC=C)C=C1 (4-nitro-N,N-di(prop-2-en-1-yl)aniline), O.O.[Sn](Cl)Cl (tin (II) chloride dihydrate). Run in CCO (EtOH). Yields the product C(C=C)N(C1=CC=C(C=C1)N)CC=C (N,N-di(prop-2-en-1-yl)benzene-1,4-diamine). Yield: 73.9%. RXN SMILES: [N+:1]([C:4]1[CH:16]=[CH:15][C:7]([N:8]([CH2:12][CH:13]=[CH2:14])[CH2:9][CH:10]=[CH2:11])=[CH:6][CH:5]=1)([O-])=O.O.O.[Sn](Cl)Cl>CCO>[CH2:12]([N:8]([CH2:9][CH:10]=[CH2:11])[C:7]1[CH:15]=[CH:16][C:4]([NH2:1])=[CH:5][CH:6]=1)[CH:13]=[CH2:14] |f:1.2.3|. Procedure: A mixture of 4-nitro-N,N-di(prop-2-en-1-yl)aniline (12.22 g, 55.98 mmol) and tin (II) chloride dihydrate (64.45 g, 279.9 mmol) in EtOH (280 ml) was stirred and heated under reflux for 21 h. The cooled reaction mixture was concentrated under reduced pressure to a volume of 100 ml, and neutralised by the addition of 5 M NaOH. The precipitate was removed by filtration and the filtrate was extracted with EtOAc (4×200 ml). The combined organics were washed with brine (2×200 ml) and dried (Na2SO4). Th...